describe an organic reaction: reactants, conditions, products, and yield From a dataset of the Open Reaction Database (ORD), a public repository of structured organic reaction records. Starting materials: [Si](C)(C)(C(C)(C)C)OCC=1C=C(C=CC1CO[Si](C)(C)C(C)(C)C)CCC=1C=C(C=CC1)/C(=C/C=O)/CC ((E)-3-(3-{2-[3,4-bis(tert-butyldimethylsilanyloxymethyl)-phenyl]ethyl}phenyl)pent-2-enal), C1(=CC=CC=C1)P(C1=CC=CC=C1)C1=CC=CC=C1 (triphenylphosphine), C(Br)(Br)(Br)Br (carbon tetrabromide). Reagents/catalysts: [Zn] (zinc). Product: [Si](C)(C)(C(C)(C)C)OCC=1C=C(C=CC1CO[Si](C)(C)C(C)(C)C)CCC=1C=C(C=CC1)\C(=C\C=C(Br)Br)\CC ((E)-1-(3-{2-[3,4-Bis(tert-butyldimethylsilanyloxy-methyl)phenyl]ethyl}phenyl)-4,4-dibromo-1-ethylbuta-1,3-diene). Reaction SMILES: [Si:1]([O:8][CH2:9][C:10]1[CH:11]=[C:12]([CH2:25][CH2:26][C:27]2[CH:28]=[C:29](/[C:33](/[CH2:37][CH3:38])=[CH:34]/[CH:35]=O)[CH:30]=[CH:31][CH:32]=2)[CH:13]=[CH:14][C:15]=1[CH2:16][O:17][Si:18]([C:21]([CH3:24])([CH3:23])[CH3:22])([CH3:20])[CH3:19])([C:4]([CH3:7])([CH3:6])[CH3:5])([CH3:3])[CH3:2].C1(P(C2C=CC=CC=2)C2C=CC=CC=2)C=CC=CC=1.[C:58](Br)(Br)([Br:60])[Br:59]>[Zn]>[Si:1]([O:8][CH2:9][C:10]1[CH:11]=[C:12]([CH2:25][CH2:26][C:27]2[CH:28]=[C:29](/[C:33](/[CH2:37][CH3:38])=[CH:34]/[CH:35]=[C:58]([Br:60])[Br:59])[CH:30]=[CH:31][CH:32]=2)[CH:13]=[CH:14][C:15]=1[CH2:16][O:17][Si:18]([C:21]([CH3:24])([CH3:22])[CH3:23])([CH3:19])[CH3:20])([C:4]([CH3:6])([CH3:5])[CH3:7])([CH3:2])[CH3:3]. Reported procedure: In a manner analogous to example 2g, by reaction of 9 g (16.3 mmol) of (E)-3-(3-{2-[3,4-bis(tert-butyldimethylsilanyloxymethyl)-phenyl]ethyl}phenyl)pent-2-enal (prepared in example 1j) with 2.1 g (32.5 mmol) of zinc powder, 8.5 g (32.5 mmol) of triphenylphosphine and 108 g (32.5 mmol) of carbon tetrabromide. A yellow oil is obtained (m=11.3 g; Y=98%). Starting materials: BrCC=1C=C(C(=O)O)C=CC1 (3-(bromomethyl)benzoic acid), C1(=CC=CC=C1)P(C1=CC=CC=C1)C1=CC=CC=C1 (triphenylphosphine). Run in C(C)#N (acetonitrile). Product: [Br-].C(=O)(O)C=1C=C(C[P+](C2=CC=CC=C2)(C2=CC=CC=C2)C2=CC=CC=C2)C=CC1 ((3-carboxybenzyl)(triphenyl)phosphoniumbromide). Isolated yield 82.3%. As a reaction SMILES: [Br:1][CH2:2][C:3]1[CH:4]=[C:5]([CH:9]=[CH:10][CH:11]=1)[C:6]([OH:8])=[O:7].[C:12]1([P:18]([C:25]2[CH:30]=[CH:29][CH:28]=[CH:27][CH:26]=2)[C:19]2[CH:24]=[CH:23][CH:22]=[CH:21][CH:20]=2)[CH:17]=[CH:16][CH:15]=[CH:14][CH:13]=1>C(#N)C>[Br-:1].[C:6]([C:5]1[CH:4]=[C:3]([CH:11]=[CH:10][CH:9]=1)[CH2:2][P+:18]([C:19]1[CH:20]=[CH:21][CH:22]=[CH:23][CH:24]=1)([C:25]1[CH:30]=[CH:29][CH:28]=[CH:27][CH:26]=1)[C:12]1[CH:13]=[CH:14][CH:15]=[CH:16][CH:17]=1)([OH:8])=[O:7] |f:3.4|. Procedure details: To a solution of 3-(bromomethyl)benzoic acid (16.50 g, 76.73 mmol) in acetonitrile (76.7 ml) was added triphenylphosphine (22.14 g, 84.40 mmol). After heating the mixture under reflux for 2 hr, the reaction mixture was cooled to room temperature. The precipitate was collected by filtration and dried under reduced pressure to give (3-carboxybenzyl)(triphenyl)phosphoniumbromide (30.13 g, 63.12 mmol, yield 82.3%) as a white solid.